Dataset: the Open Reaction Database (ORD), a public repository of structured organic reaction records. Task: describe an organic reaction: reactants, conditions, products, and yield Reactants: BrC1=CC=C(C=C1)C(O)C=1SC=CN1 ((4-bromophenyl)(1,3-thiazol-2-yl)methanol), BrC(C(=O)OC)CC(C)C (methyl 2-bromo-4-methylpentanoate). Yields the product BrC1=CC=C(C=C1)C(OC(C(=O)OC)CC(C)C)C=1SC=CN1 (methyl 2-[(4-bromophenyl)(1,3-thiazol-2-yl)methoxy]-4-methylpentanoate). Reaction SMILES: [Br:1][C:2]1[CH:7]=[CH:6][C:5]([CH:8]([C:10]2[S:11][CH:12]=[CH:13][N:14]=2)[OH:9])=[CH:4][CH:3]=1.Br[CH:16]([CH2:21][CH:22]([CH3:24])[CH3:23])[C:17]([O:19][CH3:20])=[O:18]>>[Br:1][C:2]1[CH:3]=[CH:4][C:5]([CH:8]([C:10]2[S:11][CH:12]=[CH:13][N:14]=2)[O:9][CH:16]([CH2:21][CH:22]([CH3:24])[CH3:23])[C:17]([O:19][CH3:20])=[O:18])=[CH:6][CH:7]=1. Procedure: Using the same protocol as described in example 23, step 2, (4-bromophenyl)(1,3-thiazol-2-yl)methanol from step 1 (983 mg, 3.64 mmol) was added to methyl 2-bromo-4-methylpentanoate (624 μL, 3.82 mmol). The crude residue was chromatographed on silica gel using 25% ethyl acetate in hexanes to afford the title compound. Starting materials: CCO, CI, Nc1cccnc1Cl. Product: C[n+]1cccc(N)c1Cl, [I-]. RXN SMILES: [CH3:11][CH2:12][OH:13].[CH3:9][I:10].[Cl:1][c:2]1[n:3][cH:4][cH:5][cH:6][c:7]1[NH2:8]>>[Cl:1][c:2]1[n+:3]([CH3:9])[cH:4][cH:5][cH:6][c:7]1[NH2:8].[I-:10]. Starting materials: C=1C=CC2=C(C1)NCCC2. The reagents and catalysts are O1BOC(C)(C)C1(C)C, O1B(OC(C)(C)C1(C)C)B2OC(C)(C)C(O2)(C)C, N=1C=CC(=CC1C=2N=CC=C(C2)C(C)(C)C)C(C)(C)C, C[OH2+].C[OH2+].C1CC=CCCC=C1.C1CC=CCCC=C1.[Ir].[Ir]. Run in O1CCCC1. Conditions: temperature 80 celsius, time 0 hour. Product: O1B(OC(C)(C)C1(C)C)C2=CC=CC3=C2NCCC3. The yield is 40.0%. Isolated yield 39.2%. The product is ClS(=O)(=O)C=1C=CC2=C(CC(O2)(C)C)C1 (5-chlorosulfonyl-2,3-dihydro-2,2-dimethylbenzofuran). The solvent is C(Cl)(Cl)Cl (chloroform). Reaction SMILES: [CH3:1][C:2]1([CH3:11])[CH2:6][C:5]2[CH:7]=[CH:8][CH:9]=[CH:10][C:4]=2[O:3]1.[Cl:12][S:13](O)(=[O:15])=[O:14]>C(Cl)(Cl)Cl>[Cl:12][S:13]([C:8]1[CH:9]=[CH:10][C:4]2[O:3][C:2]([CH3:11])([CH3:1])[CH2:6][C:5]=2[CH:7]=1)(=[O:15])=[O:14]. Starting materials: CC1(OC2=C(C1)C=CC=C2)C (2,3-dihydro-2,2-dimethylbenzofuran), ClS(=O)(=O)O (chlorosulfonic acid), ice water. Procedure details: To a stirred solution of 22.2 g (0.15 mole) of 2,3-dihydro-2,2-dimethylbenzofuran in 190 mL of chloroform was added dropwise 20 mL (0.3 mole) of chlorosulfonic acid. After complete addition, the reaction mixture was stirred at room temperature for two hours. The reaction mixture was poured into a separatory funnel with ice water and shaken. The organic layer was separated from the aqueous phase and dried over anhydrous magnesium sulfate. The dried organic phase was filtered and the filtrate was ... Run at time 2 hour.